This data is from the Open Reaction Database (ORD), a public repository of structured organic reaction records. The task is: describe an organic reaction: reactants, conditions, products, and yield Starting materials: ClC=1C=C2C=CC(=NC2=CC1)S(=O)(=O)C1=C(C=CC=C1)CO ({2-[(6-Chloroquinolin-2-yl)sulfonyl]phenyl}methanol), FC1=C(C=CC(=C1)F)B(O)O (2,4-difluorobenzeneboronic acid), C1(CCCCC1)P(C1=C(C=CC=C1)C1=C(C=CC=C1)C)C1CCCCC1 (2-dicyclohexylphosphino-2′-methylbiphenyl), P(=O)([O-])([O-])[O-].[K+].[K+].[K+] (potassium phosphate), [OH-].[Na+] (sodium hydroxide). Reagents/catalysts: C(C)(=O)[O-].[Pd+2].C(C)(=O)[O-] (palladium acetate). Conditions: temperature 90 celsius. Product: FC1=C(C=CC(=C1)F)C=1C=C2C=CC(=NC2=CC1)S(=O)(=O)C1=C(C=CC=C1)CO ((2-{[6-(2,4-Difluorophenyl)quinolin-2-yl]sulfonyl}phenyl)methanol). The yield is 17.1%. As a reaction SMILES: Cl[C:2]1[CH:3]=[C:4]2[C:9](=[CH:10][CH:11]=1)[N:8]=[C:7]([S:12]([C:15]1[CH:20]=[CH:19][CH:18]=[CH:17][C:16]=1[CH2:21][OH:22])(=[O:14])=[O:13])[CH:6]=[CH:5]2.[F:23][C:24]1[CH:29]=[C:28]([F:30])[CH:27]=[CH:26][C:25]=1B(O)O.C1(P(C2CCCCC2)C2C=CC=CC=2C2C=CC=CC=2C)CCCCC1.P([O-])([O-])([O-])=O.[K+].[K+].[K+].[OH-].[Na+]>C([O-])(=O)C.[Pd+2].C([O-])(=O)C>[F:23][C:24]1[CH:29]=[C:28]([F:30])[CH:27]=[CH:26][C:25]=1[C:2]1[CH:3]=[C:4]2[C:9](=[CH:10][CH:11]=1)[N:8]=[C:7]([S:12]([C:15]1[CH:20]=[CH:19][CH:18]=[CH:17][C:16]=1[CH2:21][OH:22])(=[O:14])=[O:13])[CH:6]=[CH:5]2 |f:3.4.5.6,7.8,9.10.11|. Procedure details: A mixture of {2-[(6-chloroquinolin-2-yl)sulfonyl]phenyl}methanol (Step 2, 157 mg, 0.47 mmol), 2,4-difluorobenzeneboronic acid (173 mg, 1.09 mmol), palladium acetate (6 mg, 0.023 mmol), 2-dicyclohexylphosphino-2′-methylbiphenyl (18 mg, 0.05 mmol) and potassium phosphate (313 mg, 1.47 mmol) was degassed. Toluene (2 mL) was added and the mixture degassed again then heated to 90° C. under nitrogen for 1 hour. The cooled reaction mixture was poured into 1M sodium hydroxide solution and extracted with... Reactants: CC(=O)SCc1ccc(-c2cccnc2)o1, O=C([O-])O, C[O-], CI, CO, [Na+], [Na+]. Product: CSCc1ccc(-c2cccnc2)o1. RXN SMILES: [C:1](=[O:2])([S:3][CH2:4][c:5]1[o:6][c:7](-[c:10]2[cH:11][n:12][cH:13][cH:14][cH:15]2)[cH:8][cH:9]1)[CH3:16].[C:22](=[O:23])([OH:24])[O-:25].[CH3:17][O-:18].[CH3:20][I:21].[CH3:27][OH:28].[Na+:19].[Na+:26]>>[CH3:1][S:3][CH2:4][c:5]1[o:6][c:7](-[c:10]2[cH:11][n:12][cH:13][cH:14][cH:15]2)[cH:8][cH:9]1. Reactants: C(C)(C)(C)OC(NC=1COCCC(N1)(C(F)(F)F)C1=C(C=CC(=C1)N)F)=O ([5-(5-amino-2-fluoro-phenyl)-5-trifluoromethyl-2,5,6,7-tetrahydro-[1,4]oxazepin-3-yl]-carbamic acid tert-butyl ester), C(#N)C=1C=CC(=NC1)C(=O)O (5-cyano-2-pyridinecarboxylic acid), C1=CC2=C(N=C1)N(N=N2)O (HOAT), C(CCl)Cl (EDC), CCN(C(C)C)C(C)C (DIPEA). Run in CN(C)C=O (DMF). Product: C(C)(C)(C)OC(NC=1COCCC(N1)(C(F)(F)F)C1=C(C=CC(=C1)NC(=O)C1=NC=C(C=C1)C#N)F)=O ((5-{5-[(5-Cyano-pyridine-2-carbonyl)-amino]-2-fluoro-phenyl}-5-trifluoromethyl-2,5,6,7-tetrahydro-[1,4]oxazepin-3-yl)-carbamic acid tert-butyl ester). Isolated yield 94.8%. Reaction SMILES: [C:1]([O:5][C:6](=[O:27])[NH:7][C:8]1[CH2:9][O:10][CH2:11][CH2:12][C:13]([C:19]2[CH:24]=[C:23]([NH2:25])[CH:22]=[CH:21][C:20]=2[F:26])([C:15]([F:18])([F:17])[F:16])[N:14]=1)([CH3:4])([CH3:3])[CH3:2].[C:28]([C:30]1[CH:31]=[CH:32][C:33]([C:36](O)=[O:37])=[N:34][CH:35]=1)#[N:29].C1C=NC2N(O)N=NC=2C=1.C(Cl)CCl.CCN(C(C)C)C(C)C>CN(C=O)C>[C:1]([O:5][C:6](=[O:27])[NH:7][C:8]1[CH2:9][O:10][CH2:11][CH2:12][C:13]([C:19]2[CH:24]=[C:23]([NH:25][C:36]([C:33]3[CH:32]=[CH:31][C:30]([C:28]#[N:29])=[CH:35][N:34]=3)=[O:37])[CH:22]=[CH:21][C:20]=2[F:26])([C:15]([F:16])([F:18])[F:17])[N:14]=1)([CH3:4])([CH3:2])[CH3:3]. Procedure details: A solution of [5-(5-amino-2-fluoro-phenyl)-5-trifluoromethyl-2,5,6,7-tetrahydro-[1,4]oxazepin-3-yl]-carbamic acid tert-butyl ester (50 mg, 0.128 mmol), 5-cyano-2-pyridinecarboxylic acid (28.4 mg, 0.192 mmol) and HOAT (31.3 mg, 0.230 mmol) in 0.5 mL DMF was cooled to 0-5° C. EDC (36.7 mg, 0.192 mmol) and DIPEA (33 mg, 0.256 mmol) were added. The resulting solution was allowed to warm up to rt over night. The reaction mixture was then partitioned between saturated aqueous NaHCO3 solution and EtOAc...